From a dataset of the Open Reaction Database (ORD), a public repository of structured organic reaction records. describe an organic reaction: reactants, conditions, products, and yield The reactants are C1CCOC1, CO, COC(=O)c1ccc2c(c1)C(NC(=O)c1ccccc1Cl)CC2(C)C, [Li+], [OH-], O, O=C(O)CC(O)(CC(=O)O)C(=O)O. The product is CC1(C)CC(NC(=O)c2ccccc2Cl)c2cc(C(=O)O)ccc21. RXN SMILES: [CH2:41]1[O:42][CH2:43][CH2:44][CH2:45]1.[CH3:46][OH:47].[Cl:1][c:2]1[c:3]([C:4](=[O:5])[NH:6][CH:7]2[CH2:8][C:9]([CH3:20])([CH3:21])[c:10]3[cH:11][cH:12][c:13]([C:16](=[O:17])[O:18][CH3:19])[cH:14][c:15]32)[cH:22][cH:23][cH:24][cH:25]1.[Li+:27].[OH-:26].[OH2:48].[OH:28][C:29]([CH2:30][C:31]([C:32](=[O:33])[OH:34])([CH2:35][C:36](=[O:37])[OH:38])[OH:39])=[O:40]>>[Cl:1][c:2]1[c:3]([C:4](=[O:5])[NH:6][CH:7]2[CH2:8][C:9]([CH3:20])([CH3:21])[c:10]3[cH:11][cH:12][c:13]([C:16](=[O:17])[OH:18])[cH:14][c:15]32)[cH:22][cH:23][cH:24][cH:25]1. The reactants are N1(C=NC=C1)C=1C=C(C=CC1)NC1=C(C=C(C=C1)C=1OC=CC1)[N+](=O)[O-] (N-(3-(1-Imidazolyl)phenyl)-4-(2-furanyl)-2-nitroaniline), [Cl-].[NH4+] (ammonium chloride), O.O.O.O.O.O.O.O.O.[S-2].[Na+].[Na+] (sodium sulfide nonahydrate), O (water). Solvent: C(C)O (ethanol). Yields the product N1(C=NC=C1)C=1C=C(C=CC1)NC1=C(C=C(C=C1)C1=COC=C1)N (N-(3-(1-Imidazolyl)phenyl)-2-amino-4-(3-furanyl)aniline). Isolated yield 146.3%. Reaction SMILES: [N:1]1([C:6]2[CH:7]=[C:8]([NH:12][C:13]3[CH:18]=[CH:17][C:16](C4OC=CC=4)=[CH:15][C:14]=3[N+:24]([O-])=O)[CH:9]=[CH:10][CH:11]=2)[CH:5]=[CH:4][N:3]=[CH:2]1.[Cl-].[NH4+].[OH2:29].O.O.O.O.O.O.O.O.[S-2].[Na+].[Na+].O>C(O)C>[N:1]1([C:6]2[CH:7]=[C:8]([NH:12][C:13]3[CH:18]=[CH:17][C:16]([C:6]4[CH:11]=[CH:10][O:29][CH:7]=4)=[CH:15][C:14]=3[NH2:24])[CH:9]=[CH:10][CH:11]=2)[CH:5]=[CH:4][N:3]=[CH:2]1 |f:1.2,3.4.5.6.7.8.9.10.11.12.13.14|. Reported procedure: To a solution of 7c from Example 11 (13 g, 37.6 mmol) in ethanol (25 ml) is added ammonium chloride (6.03 g, 113 mmol) and sodium sulfide nonahydrate (27.05 g, 113 mmol). The mixture is heated to reflux for 1 hour. After cooling the mixture is poured into 700 ml of water. The product is filtered off, washed with water and air-dried to yield 8c (8.7 g, 73%). Mp 188-189° C. Reactants: BrC=1C=CC(=C(C1)C1CC(=NN1C1=C(C=C(C=C1)F)F)C(C(F)(F)F)(F)F)F (5-(5-Bromo-2-fluoro-phenyl)-1-(2,4-difluoro-phenyl)-3-pentafluoroethyl-4,5-dihydro-1H-pyrazole), C(C)(C)(C)OC(=O)N1CCC(=CC1)B1OC(C(O1)(C)C)(C)C (4-(4,4,5,5-tetramethyl-[1,3,2]dioxaborolan-2-yl)-3,6-dihydro-2H-pyridin-1-carboxylic acid tert-butyl ester), C([O-])([O-])=O.[Na+].[Na+] (sodium carbonate), CCCC (1,2-dimethylethane). The reagents and catalysts are C=1C=CC(=CC1)[P](C=2C=CC=CC2)(C=3C=CC=CC3)[Pd]([P](C=4C=CC=CC4)(C=5C=CC=CC5)C=6C=CC=CC6)([P](C=7C=CC=CC7)(C=8C=CC=CC8)C=9C=CC=CC9)[P](C=1C=CC=CC1)(C=1C=CC=CC1)C=1C=CC=CC1 (Pd(PPh3)4). Run in C(C)O (ethanol). Conditions: temperature 88 celsius, time 2 hour. Product: FC1=C(C=CC(=C1)F)N1N=C(CC1C1=C(C=CC(=C1)C=1CCN(CC1)C(=O)OC(C)(C)C)F)C(C(F)(F)F)(F)F (1-(2,4-difluoro-phenyl)-5-[2-fluoro-5-(1-BOC-1,2,3,6-tetrahydropyridin-4-yl)-phenyl]-3-pentafluoroethyl-4,5-dihydro-1H-pyrazole). The yield is 59.0%. Reaction SMILES: Br[C:2]1[CH:3]=[CH:4][C:5]([F:28])=[C:6]([CH:8]2[N:12]([C:13]3[CH:18]=[CH:17][C:16]([F:19])=[CH:15][C:14]=3[F:20])[N:11]=[C:10]([C:21]([F:27])([F:26])[C:22]([F:25])([F:24])[F:23])[CH2:9]2)[CH:7]=1.[C:29]([O:33][C:34]([N:36]1[CH2:41][CH:40]=[C:39](B2OC(C)(C)C(C)(C)O2)[CH2:38][CH2:37]1)=[O:35])([CH3:32])([CH3:31])[CH3:30].C(=O)([O-])[O-].[Na+].[Na+].CCCC>C1C=CC([P]([Pd]([P](C2C=CC=CC=2)(C2C=CC=CC=2)C2C=CC=CC=2)([P](C2C=CC=CC=2)(C2C=CC=CC=2)C2C=CC=CC=2)[P](C2C=CC=CC=2)(C2C=CC=CC=2)C2C=CC=CC=2)(C2C=CC=CC=2)C2C=CC=CC=2)=CC=1.C(O)C>[F:20][C:14]1[CH:15]=[C:16]([F:19])[CH:17]=[CH:18][C:13]=1[N:12]1[CH:8]([C:6]2[CH:7]=[C:2]([C:39]3[CH2:38][CH2:37][N:36]([C:34]([O:33][C:29]([CH3:30])([CH3:31])[CH3:32])=[O:35])[CH2:41][CH:40]=3)[CH:3]=[CH:4][C:5]=2[F:28])[CH2:9][C:10]([C:21]([F:27])([F:26])[C:22]([F:25])([F:23])[F:24])=[N:11]1 |f:2.3.4,^1:64,66,85,104|. Reported procedure: 5-(5-Bromo-2-fluoro-phenyl)-1-(2,4-difluoro-phenyl)-3-pentafluoroethyl-4,5-dihydro-1H-pyrazole (500.0 mg, 1.06 mmol) prepared in Step 5 of Preparation 8, 4-(4,4,5,5-tetramethyl-[1,3,2]dioxaborolan-2-yl)-3,6-dihydro-2H-pyridin-1-carboxylic acid tert-butyl ester (26.7 mg, 1.59 mmol), Pd(PPh3)4 (123.0 mg, cat.) and a 2N sodium carbonate solution (5.0 mL) were added to a mixed solvent of ethanol (5.0 mL) and 1,2-dimethylethane (20.0 mL). The reaction mixture was stirred at 88° C. for 2 hours and the... The reactants are CC1=C(N=C(O1)C1=CC=CC=C1)CCOC1=C(C=O)C=CC=C1 ([(5-methyl-2-phenyloxazol-4-yl) ethoxy] benzaldehyde), C(C)(=O)O (acetic acid), N1CCCCC1 (piperidine), C(CC(=O)OC)(=O)OC(C)(C)C (tert-butyl methyl malonate). The solvent is C1(=CC=CC=C1)C (toluene). Yields the product CC1=C(N=C(O1)C1=CC=CC=C1)CCOC1=CC=C(C=C(C(=O)OC(C)(C)C)C(=O)OC)C=C1 (tert-Butyl methyl 2-[4-[2-(5-methyl-2-phenyl-4-oxazolyl)ethoxy]benzylidene]malonate). The yield is 179.2%. Reaction SMILES: [CH3:1][C:2]1[O:6][C:5]([C:7]2[CH:12]=[CH:11][CH:10]=[CH:9][CH:8]=2)=[N:4][C:3]=1[CH2:13][CH2:14][O:15][C:16]1[CH:23]=[CH:22][CH:21]=[CH:20][C:17]=1C=O.[C:24](O)(=O)C.N1CCCCC1.[C:34]([O:41][C:42]([CH3:45])([CH3:44])[CH3:43])(=[O:40])[CH2:35][C:36]([O:38][CH3:39])=[O:37]>C1(C)C=CC=CC=1>[CH3:1][C:2]1[O:6][C:5]([C:7]2[CH:8]=[CH:9][CH:10]=[CH:11][CH:12]=2)=[N:4][C:3]=1[CH2:13][CH2:14][O:15][C:16]1[CH:17]=[CH:20][C:21]([CH:24]=[C:35]([C:36]([O:38][CH3:39])=[O:37])[C:34]([O:41][C:42]([CH3:45])([CH3:44])[CH3:43])=[O:40])=[CH:22][CH:23]=1. Reported procedure: To a solution of [(5-methyl-2-phenyloxazol-4-yl) ethoxy] benzaldehyde (4.0 g, 13.1 mmol) in toluene were added acetic acid (0.41 ml, 6.5 mmol), piperidine (0.64 ml, 6.5 mmol) and tert-butyl methyl malonate (2.8 ml, 15.6 mmol). While removing water through Dean-Stark trap, the mixture was refluxed under heating for 1.5 hr. After completion of the reaction, toluene (30 ml) was added and the mixture was washed with water (20 ml×3) and saturated brine (50 ml), dried over magnesium sulfate and concen...